From a dataset of the Open Reaction Database (ORD), a public repository of structured organic reaction records. describe an organic reaction: reactants, conditions, products, and yield The reactants are COC1=CC=C(C=C1)NCCCOC1=CC2=CC=CC=C2C=C1 ((4-methoxyphenyl)-(3-(naphthalen-2-yloxy)propyl)amine), BrCC(=O)OCC (ethyl bromoacetate). Solvent: CC(=O)C (acetone). Yields the product C(C)OC(CN(C1=CC=C(C=C1)OC)CCCOC1=CC2=CC=CC=C2C=C1)=O ({N-(4-methoxy phenyl)-(3-(naphthalen-2-yloxy)propyl)amino}acetic acid ethyl ester), oil. Isolated yield 96.0%. Reaction SMILES: [CH3:1][O:2][C:3]1[CH:8]=[CH:7][C:6]([NH:9][CH2:10][CH2:11][CH2:12][O:13][C:14]2[CH:23]=[CH:22][C:21]3[C:16](=[CH:17][CH:18]=[CH:19][CH:20]=3)[CH:15]=2)=[CH:5][CH:4]=1.Br[CH2:25][C:26]([O:28][CH2:29][CH3:30])=[O:27]>CC(C)=O>[CH2:29]([O:28][C:26](=[O:27])[CH2:25][N:9]([CH2:10][CH2:11][CH2:12][O:13][C:14]1[CH:23]=[CH:22][C:21]2[C:16](=[CH:17][CH:18]=[CH:19][CH:20]=2)[CH:15]=1)[C:6]1[CH:5]=[CH:4][C:3]([O:2][CH3:1])=[CH:8][CH:7]=1)[CH3:30]. Procedure: A mixture of (4-methoxyphenyl)-(3-(naphthalen-2-yloxy)propyl)amine (0.5 gm, 0.002 mole) and ethyl bromoacetate (0.62 ml, 0.003 mole) was taken in dry acetone (40 ml). It was refluxed for 10 hrs and the progress of reaction checked by TLC. Reaction mixture was filtered and the filtrate was concentrated to get the oily compound {N-(4-methoxy phenyl)-(3-(naphthalen-2-yloxy)propyl)amino}acetic acid ethyl ester, oil (yield 0.75 ml, 96%). Starting materials: CC(C)(C)O, CC=C(C)C, CCc1cccc(C2CC2)c1C=O, [O-][Cl+][O-], [Na+], [Na+], O, O=P([O-])(O)O. The product is CCc1cccc(C2CC2)c1C(=O)O. Reaction SMILES: [C:24]([OH:25])([CH3:26])([CH3:27])[CH3:28].[CH3:29][C:30](=[CH:31][CH3:32])[CH3:33].[CH:1]1([c:4]2[c:5]([CH:6]=[O:7])[c:8]([CH2:12][CH3:13])[cH:9][cH:10][cH:11]2)[CH2:2][CH2:3]1.[Cl+:14]([O-:15])[O-:16].[Na+:17].[Na+:18].[OH2:34].[OH:19][P:20](=[O:21])([O-:22])[OH:23]>>[CH:1]1([c:4]2[c:5]([C:6](=[O:7])[OH:15])[c:8]([CH2:12][CH3:13])[cH:9][cH:10][cH:11]2)[CH2:2][CH2:3]1. The reactants are C(C)(C)(C)NC(=O)[C@H]1NC[C@H]2CCCC[C@H]2C1 (N-tertbutyldecahydro(4aS, 8as)isoquinoline-3(S)-carboxamide), C=O (formaldehyde). The product is C1NCCC2=CC=CC=C12 (tetrahydroisoquinoline), ( 4 ). The yield is 66.0%. RXN SMILES: C(NC([C@@H:8]1[CH2:17][C@H:16]2[C@H:11]([CH2:12][CH2:13][CH2:14][CH2:15]2)[CH2:10][NH:9]1)=O)(C)(C)C.C=O>>[CH2:10]1[C:11]2[C:16](=[CH:15][CH:14]=[CH:13][CH:12]=2)[CH2:17][CH2:8][NH:9]1. Procedure details: U.S. Pat. No. 5,256,783 describes a method of producing decahydro(4aS, 8aS) isoquinoline-3(S)-carboxamides, by producing N-tertbutyldecahydro(4aS, 8as)isoquinoline-3(S)-carboxamide in which an amide is introduced into tertbutylamide. The method described in this patent comprises five steps (1) N-protecting L-phenylalanine with benzyl chloroformate, (2) forming a mixed acid anhydride into N-tertbutylamide (84.3%), (3) reacting the resulting amide with formaldehyde in the presence of an acid catal...